Dataset: the Open Reaction Database (ORD), a public repository of structured organic reaction records. Task: describe an organic reaction: reactants, conditions, products, and yield The reactants are [OH-].[K+] (KOH), C1(O)=CC=C(O)C=C1 (hydroquinone), CC(=C)C(=O)OCCO (HEMA), C1C(O1)CO (Glycidol), C1C(O1)CO (glycidol). Conditions: temperature 150 celsius, time 2 hour. Product: CC(=C)C(=O)OCCO.C1C(O1)CO (HEMA glycidol). Reaction SMILES: [CH2:1]1[O:3][CH:2]1[CH2:4][OH:5].[OH-].[K+].C1(C=CC(O)=CC=1)O.[CH3:16][C:17]([C:19]([O:21][CH2:22][CH2:23][OH:24])=[O:20])=[CH2:18]>>[CH3:18][C:17]([C:19]([O:21][CH2:22][CH2:23][OH:24])=[O:20])=[CH2:16].[CH2:1]1[O:3][CH:2]1[CH2:4][OH:5] |f:1.2,5.6|. Procedure: Glycidol (8.88 g, 120 mmol) was placed in a baked Schlenk flask and heated to 150° C. A mixture of KOH (20 mg), hydroquinone (130 mg) and HEMA (2.6 g, mmol) was added to the glycidol over a period of 2 hours by means of a syringe pump. The reaction mixture was stirred at 150° C. for a further 2 hours. The product is obtained as a viscous brownish substance. However, polymer particles which are not soluble in the main fraction are formed during the reaction. These can also not be redissolved afte... Reactants: O=C1OC2=CC(=CC=C2C=C1)OCCOC=1C(=NSN1)N1CCN(CC1)C(=O)OC(C)(C)C (tert-Butyl 4-(4-{2-[(2-oxo-2H-chromen-7-yl)oxy]ethoxy}-1,2,5-thiadiazol-3-yl)-1-piperazinecarboxylate), FC(C(=O)O)(F)F (Trifluoroacetic acid). Solvent: C(Cl)Cl (CH2Cl2). Run at temperature 0 celsius, time 1 hour. Product: N1(CCNCC1)C=1C(=NSN1)OCCOC1=CC=C2C=CC(OC2=C1)=O (7-(2-{[4-(1-Piperazinyl)-1,2,5-thiadiazol-3-yl]oxy}ethoxy)-2H-chromen-2-one). Reaction SMILES: [O:1]=[C:2]1[CH:11]=[CH:10][C:9]2[C:4](=[CH:5][C:6]([O:12][CH2:13][CH2:14][O:15][C:16]3[C:17]([N:21]4[CH2:26][CH2:25][N:24](C(OC(C)(C)C)=O)[CH2:23][CH2:22]4)=[N:18][S:19][N:20]=3)=[CH:7][CH:8]=2)[O:3]1.FC(F)(F)C(O)=O>C(Cl)Cl>[N:21]1([C:17]2[C:16]([O:15][CH2:14][CH2:13][O:12][C:6]3[CH:5]=[C:4]4[C:9]([CH:10]=[CH:11][C:2](=[O:1])[O:3]4)=[CH:8][CH:7]=3)=[N:20][S:19][N:18]=2)[CH2:22][CH2:23][NH:24][CH2:25][CH2:26]1. Procedure: The product obtained in Step 3 (176 mg) was diluted in CH2Cl2 (1.5 mL) and cooled to ˜0° C. Trifluoroacetic acid (0.5 mL) was added and the reaction mixture was stirred for 1 h at 5° C. After solvent removal in vacuo, the residue was purified by chromatography on silica gel using hexane/EtOAc (1:1) followed by CH2Cl2/MeOH/Et3N (90:5:5) as eluents This furnished 45 mg (40%) of the title product as a white solid. MS m/z 375 (M+H)+. Starting materials: C(C1=CC=CC=C1)N1CCC2=NC=3C=CC=CC3C(=C2CC1)Cl (3-benzyl-11-chloro-1,2,4,5-tetrahydro-3H-azepino[4,5-b]quinoline), ClC(=O)OCC (ethyl chloroformate). Product: C(C)OC(=O)N1CCC2=NC=3C=CC=CC3C(=C2CC1)Cl (11-Chloro-1,2,4,5-tetrahydro-3-azepino[4,5-b]quinoline-carboxylic acid ethyl ester). Isolated yield 97.0%. Reaction SMILES: C([N:8]1[CH2:22][CH2:21][C:20]2[C:11](=[N:12][C:13]3[CH:14]=[CH:15][CH:16]=[CH:17][C:18]=3[C:19]=2[Cl:23])[CH2:10][CH2:9]1)C1C=CC=CC=1.Cl[C:25]([O:27][CH2:28][CH3:29])=[O:26]>>[CH2:28]([O:27][C:25]([N:8]1[CH2:22][CH2:21][C:20]2[C:11](=[N:12][C:13]3[CH:14]=[CH:15][CH:16]=[CH:17][C:18]=3[C:19]=2[Cl:23])[CH2:10][CH2:9]1)=[O:26])[CH3:29]. Procedure details: 11-Chloro-1,2,4,5-tetrahydro-3-azepino[4,5-b]quinoline-carboxylic acid ethyl ester was prepared analogous to Example 98 from 3-benzyl-11-chloro-1,2,4,5-tetrahydro-3H-azepino[4,5-b]quinoline and ethyl chloroformate. The reactants are Cc1cc(CO)cc(Cl)n1, N. Yields the product Cc1cc(CO)cc(N)n1. As a reaction SMILES: [Cl:1][c:2]1[n:3][c:4]([CH3:10])[cH:5][c:6]([CH2:8][OH:9])[cH:7]1.[NH3:11]>>[c:2]1([NH2:11])[n:3][c:4]([CH3:10])[cH:5][c:6]([CH2:8][OH:9])[cH:7]1. Product: NC1=NC=C(N=C1OC)C (2-amino-3-methoxy-5-methylpyrazine). As a reaction SMILES: [NH2:1][C:2]1[C:7](Br)=[N:6][C:5]([CH3:9])=[CH:4][N:3]=1.[CH3:10][O-:11].[Na+]>CO>[NH2:1][C:2]1[C:7]([O:11][CH3:10])=[N:6][C:5]([CH3:9])=[CH:4][N:3]=1 |f:1.2|. Solvent: CO (methanol). The reactants are NC1=NC=C(N=C1Br)C (2-Amino-3-bromo-5-methylpyrazine), C[O-].[Na+] (sodium methoxide). Reported procedure: 2-Amino-3-bromo-5-methylpyrazine (0.374 g) was added to a freshly prepared solution of sodium methoxide in methanol (made by addition of sodium (0.115 g) to methanol (6 ml)). The reaction was heated under reflux for 18 hours, cooled to ambient temperature and the solvent removed by evaporation. Water (5 ml) was added to the residue and extracted with dichloromethane (3×20 ml). The combined organic extracts were dried (MgSO4) and the solvent removed by evaporation. The residue was purified by chr... Yield: 75.0%.